The task is: describe an organic reaction: reactants, conditions, products, and yield. This data is from the Open Reaction Database (ORD), a public repository of structured organic reaction records. Reactants: NC(CO)(C)C (2-amino-2-methylpropan-1-ol), C(C(=O)Cl)(=O)Cl (oxalyl chloride), BrC=1C=CC(=NC1)N1N=C(C=C1C(F)(F)F)C(=O)NC(CO)(C)C (1-(5-Bromopyridin-2-yl)-N-(1-hydroxy-2-methylpropan-2-yl)-5-(trifluoromethyl)-1H-pyrazole-3-carboxamide), BrC=1C=CC(=NC1)N1N=C(C=C1C(F)(F)F)C(=O)O (1-(5-bromopyridin-2-yl)-5-(trifluoromethyl)-1H-pyrazole-3-carboxylic acid). Run in C(Cl)Cl (DCM), C(Cl)Cl (DCM), CN(C)C=O (DMF), C(Cl)Cl (DCM), O (Water). Reaction conditions: time 3 hour. Yields the product BrC=1C=CC(=NC1)N1N=C(C=C1C(F)(F)F)C=1OCC(N1)(C)C (2-(1-(5-Bromopyridin-2-yl)-5-(trifluoromethyl)-1H-pyrazol-3-yl)-4,4-dimethyl-4,5-dihydrooxazole). Isolated yield 99.0%. Reaction SMILES: [Br:1][C:2]1[CH:3]=[CH:4][C:5]([N:8]2[C:12]([C:13]([F:16])([F:15])[F:14])=[CH:11][C:10]([C:17]([NH:19][C:20]([CH3:24])([CH3:23])[CH2:21]O)=[O:18])=[N:9]2)=[N:6][CH:7]=1.BrC1C=CC(N2C(C(F)(F)F)=CC(C(O)=O)=N2)=NC=1.C(Cl)(=O)C(Cl)=O.NC(C)(C)CO>C(Cl)Cl.O.CN(C=O)C>[Br:1][C:2]1[CH:3]=[CH:4][C:5]([N:8]2[C:12]([C:13]([F:16])([F:15])[F:14])=[CH:11][C:10]([C:17]3[O:18][CH2:23][C:20]([CH3:21])([CH3:24])[N:19]=3)=[N:9]2)=[N:6][CH:7]=1. Reported procedure: Step-1: 1-(5-Bromopyridin-2-yl)-N-(1-hydroxy-2-methylpropan-2-yl)-5-(trifluoromethyl)-1H-pyrazole-3-carboxamide: To (0° C.) cooled solution of 1-(5-bromopyridin-2-yl)-5-(trifluoromethyl)-1H-pyrazole-3-carboxylic acid (500 mg, 1.48 mmol), in DCM (20 mL) was added oxalyl chloride (391 μL, 4.46 mmol) followed by catalytic amount of DMF. The resulting mixture was stirred at room temperature for 3 h. The solvent and excess of oxalyl chloride was then removed under vacuum and the resulting residue was... Reactants: CNS(=O)(=O)c1sccc1CO, O=S(Cl)Cl. Product: CNS(=O)(=O)c1sccc1CCl. RXN SMILES: [OH:1][CH2:2][c:3]1[c:4]([S:8](=[O:9])(=[O:10])[NH:11][CH3:12])[s:5][cH:6][cH:7]1.[S:13]([Cl:14])([Cl:15])=[O:16]>>[CH2:2]([c:3]1[c:4]([S:8](=[O:9])(=[O:10])[NH:11][CH3:12])[s:5][cH:6][cH:7]1)[Cl:15]. Reactants: BrCCCc1ccccc1, COC(=O)C=Cc1ccc2c(c1)C(=O)CC1(CCN(C(=O)OC(C)(C)C)CC1)O2, ClCCl. Product: COC(=O)C=Cc1ccc2c(c1)C(=O)CC1(CCN(CCCc3ccccc3)CC1)O2. As a reaction SMILES: [Br:1][CH2:2][CH2:3][CH2:4][c:5]1[cH:6][cH:7][cH:8][cH:9][cH:10]1.[CH3:11][O:12][C:13]([CH:14]=[CH:15][c:16]1[cH:17][c:18]2[c:23]([cH:24][cH:25]1)[O:22][C:21]1([CH2:20][C:19]2=[O:38])[CH2:26][CH2:27][N:28]([C:31]([O:32][C:33]([CH3:34])([CH3:35])[CH3:36])=[O:37])[CH2:29][CH2:30]1)=[O:39].[Cl:40][CH2:41][Cl:42]>>[CH2:3]([CH2:4][c:5]1[cH:6][cH:7][cH:8][cH:9][cH:10]1)[CH2:31][N:28]1[CH2:27][CH2:26][C:21]2([CH2:20][C:19](=[O:38])[c:18]3[cH:17][c:16]([CH:15]=[CH:14][C:13]([O:12][CH3:11])=[O:39])[cH:25][cH:24][c:23]3[O:22]2)[CH2:30][CH2:29]1. The reactants are suspension, [H-].[Na+] (sodium hydride), oil, C(OCC)(OCC)=O (Diethyl carbonate), CCOCC (ether), C(C)(=O)C1=CC=CC=C1 (acetophenone), Cl (hydrochloric acid). Solvent: C1=CC=CC=C1 (benzene). The product is C(C1=CC=CC=C1)OC1=CC(=C(C(=O)CC(=O)OCC)C=C1)C (ethyl 4-benzyloxy-2-methylbenzoylacetate). RXN SMILES: [C:1](=[O:8])([O:5][CH2:6][CH3:7])OCC.[H-].[Na+].[C:11]([C:14]1[CH:19]=[CH:18]C=[CH:16][CH:15]=1)(=[O:13])[CH3:12].Cl.[CH3:21][CH2:22][O:23][CH2:24][CH3:25]>C1C=CC=CC=1>[CH2:22]([O:23][C:24]1[CH:16]=[CH:15][C:14]([C:11]([CH2:12][C:1]([O:5][CH2:6][CH3:7])=[O:8])=[O:13])=[C:19]([CH3:18])[CH:25]=1)[C:21]1[CH:16]=[CH:15][CH:14]=[CH:11][CH:12]=1 |f:1.2|. Reported procedure: Diethyl carbonate (19.5 g, 165 mmol) was dissolved in ether (100 mL) and 50% suspension of sodium hydride in oil (8.0 g, 167 mmol) was carefully added. A solution of the above acetophenone (16.7 g, 69.3 mmol) in benzene (100 mL) was added and the mixture was refluxed for 5 h. After cooling, the mixture was poured on ice with concentrated hydrochloric acid (50 mL); the organic layer was separated, dried with anhydrous potassium carbonate and evaporated in vacuo. The residue was purified by column... The reactants are COC([C@@H](N)CCCCNC(C)=O)=O (Nε-acetyl-L-lysine methyl ester), CN=C=S (methyl isothiocyanate). Yields the product C(C)(=O)NCCCCC1C(N(C(N1)=S)C)=O (5-(4-Acetamidobutyl)-3-methyl-2-thiohydantoin). Reaction SMILES: CO[C:3](=[O:14])[C@H:4]([CH2:6][CH2:7][CH2:8][CH2:9][NH:10][C:11](=[O:13])[CH3:12])[NH2:5].[CH3:15][N:16]=[C:17]=[S:18]>>[C:11]([NH:10][CH2:9][CH2:8][CH2:7][CH2:6][CH:4]1[NH:5][C:17](=[S:18])[N:16]([CH3:15])[C:3]1=[O:14])(=[O:13])[CH3:12]. Reported procedure: Using an analogous procedure to Example 1 Nε-acetyl-L-lysine methyl ester may be reacted with methyl isothiocyanate to give the title compound. Starting materials: CSC=1C2=C(N=CN1)SC(=C2)C=NC (N-[4-(methylthio)thieno[2,3-d]pyrimidin-6-ylmethylidene]methanamine), CC1=CC=C(C=C1)S(=O)(=O)C([N+]#[C-])C1=CC(=CC=C1)I ((3-iodophenyl)(isocyano)methyl 4-methylphenyl sulfone), CC1=CC=C(C=C1)S(=O)(=O)C([N+]#[C-])C1=CC(=CC=C1)I ((3-iodophenyl)(isocyano)methyl 4-methylphenyl sulfone), CSC=1C2=C(N=CN1)SC(=C2)C=NC (N-[4-(methylthio)thieno[2,3-d]pyrimidin-6-ylmethylidene]methanamine), COC=1C=C(CN=CC2=CC3=C(N=CN=C3)S2)C=CC1OC (N-(3,4Dimethoxybenzyl)-N-[thieno[2,3-d]pyrimidin-6-ylmethylidene]amine), solid. Yields the product IC=1C=C(C=CC1)C=1N=CN(C1C1=CC2=C(N=CN=C2SC)S1)C (6-[4-(3-Iodophenyl)-1-methyl-1H-imidazol-5-yl]-4-(methylthio)thieno[2,3-d]pyrimidine). Reaction SMILES: [CH3:1][S:2][C:3]1[C:4]2[CH:11]=[C:10]([CH:12]=[N:13][CH3:14])[S:9][C:5]=2[N:6]=[CH:7][N:8]=1.COC1C=C(C=CC=1OC)CN=CC1SC2N=CN=CC=2C=1.CC1C=CC(S([CH:47]([C:50]2[CH:55]=[CH:54][CH:53]=[C:52]([I:56])[CH:51]=2)[N+:48]#[C-:49])(=O)=O)=CC=1>>[I:56][C:52]1[CH:51]=[C:50]([C:47]2[N:48]=[CH:49][N:13]([CH3:14])[C:12]=2[C:10]2[S:9][C:5]3[N:6]=[CH:7][N:8]=[C:3]([S:2][CH3:1])[C:4]=3[CH:11]=2)[CH:55]=[CH:54][CH:53]=1. Reported procedure: The title compound was prepared by a similar process to that described for Example 6 but using N-[4-(methylthio)thieno[2,3-d]pyrimidin-6-ylmethylidene]methanamine (Intermediate 16) in place of N-(3,4-Dimethoxybenzyl)-N-[thieno[2,3-d]pyrimidin-6-ylmethylidene]amine (intermediate 14) and using (3-iodophenyl)(isocyano)methyl 4-methylphenyl sulfone (Intermediate 53) in place of PhTosMIC. Pale yellow solid (1.50 g, 71%);